From a dataset of the Open Reaction Database (ORD), a public repository of structured organic reaction records. describe an organic reaction: reactants, conditions, products, and yield Reactants: CO, CCOCC, Cl, O=C(O)Cc1c[nH]c2ccccc12. The product is COC(=O)Cc1c[nH]c2ccccc12. Reaction SMILES: [CH3:14][OH:15].[CH3:17][CH2:18][O:19][CH2:20][CH3:21].[ClH:16].[nH:1]1[cH:2][c:3]([CH2:10][C:11](=[O:12])[OH:13])[c:4]2[cH:5][cH:6][cH:7][cH:8][c:9]12>>[nH:1]1[cH:2][c:3]([CH2:10][C:11](=[O:12])[O:13][CH3:14])[c:4]2[cH:5][cH:6][cH:7][cH:8][c:9]12. Reactants: BrC1=C(N=CN1C)C1=NC=CC(=C1)C#N (2-(5-bromo-1-methyl-1H-imidazol-4-yl)pyridine-4-carbonitrile), C(C1=CC=CC=C1)OC=1C=C(C=CC1F)B(O)O (3-benzyloxy-4-fluorophenyl boronic acid). Product: FC1=C(C=C(C=C1)C1=C(N=CN1C)C1=NC=CC(=C1)C#N)OCC1=CC=CC=C1 (2-[5-(4-fluoro-3-phenylmethoxyphenyl)-1-methylimidazol-4-yl]pyridine-4-carbonitrile). RXN SMILES: Br[C:2]1[N:6]([CH3:7])[CH:5]=[N:4][C:3]=1[C:8]1[CH:13]=[C:12]([C:14]#[N:15])[CH:11]=[CH:10][N:9]=1.[CH2:16]([O:23][C:24]1[CH:25]=[C:26](B(O)O)[CH:27]=[CH:28][C:29]=1[F:30])[C:17]1[CH:22]=[CH:21][CH:20]=[CH:19][CH:18]=1>>[F:30][C:29]1[CH:28]=[CH:27][C:26]([C:2]2[N:6]([CH3:7])[CH:5]=[N:4][C:3]=2[C:8]2[CH:13]=[C:12]([C:14]#[N:15])[CH:11]=[CH:10][N:9]=2)=[CH:25][C:24]=1[O:23][CH2:16][C:17]1[CH:18]=[CH:19][CH:20]=[CH:21][CH:22]=1. Reported procedure: The title compound was prepared from 2-(5-bromo-1-methyl-1H-imidazol-4-yl)pyridine-4-carbonitrile (PREPARATION 2) and 3-benzyloxy-4-fluorophenyl boronic acid according to the procedure for the preparation of Example 3, part A. [M+H] Calc'd for C23H17FN4O, 385. Found, 385. Starting materials: ClC1=NC=C(C(=N1)Cl)I (2,4-dichloro-5-iodopyrimidine), CC1(OB(OC1(C)C)C=1SC=CC1)C (4,4,5,5-tetramethyl-2-(2-thienyl)-1,3,2-dioxaborolane), COCCO (2-methoxy-ethanol). The product is ClC1=NC=C(C(=N1)OCCOC)C=1SC=CC1 (2-Chloro-4-(2-methoxy-ethoxy)-5-thiophen-2-yl-pyrimidine). Reaction SMILES: [Cl:1][C:2]1[N:7]=[C:6](Cl)[C:5](I)=[CH:4][N:3]=1.CC1(C)C(C)(C)OB([C:18]2[S:19][CH:20]=[CH:21][CH:22]=2)O1.[CH3:24][O:25][CH2:26][CH2:27][OH:28]>>[Cl:1][C:2]1[N:7]=[C:6]([O:28][CH2:27][CH2:26][O:25][CH3:24])[C:5]([C:20]2[S:19][CH:18]=[CH:22][CH:21]=2)=[CH:4][N:3]=1. Procedure details: Preparation according to procedures 4b and 3 with the use of 2,4-dichloro-5-iodopyrimidine, 2-methoxy-ethanol and 4,4,5,5-tetramethyl-2-(2-thienyl)-1,3,2-dioxaborolane. Reactants: O=C([O-])O, CN(C)P(=O)(N(C)C)N(C)C, CC#N, Nc1cnc2ccccc2c1N, [Na+], O=C(O)c1cccc(C(F)(F)F)c1, O=S(Cl)Cl. Product: Nc1c(NC(=O)c2cccc(C(F)(F)F)c2)cnc2ccccc12. RXN SMILES: [C:30](=[O:31])([OH:32])[O-:33].[CH3:35][N:36]([P:37]([N:38]([CH3:39])[CH3:40])([N:41]([CH3:42])[CH3:43])=[O:44])[CH3:45].[CH3:46][C:47]#[N:48].[NH2:18][c:19]1[cH:20][n:21][c:22]2[cH:23][cH:24][cH:25][cH:26][c:27]2[c:28]1[NH2:29].[Na+:34].[OH:1][C:2](=[O:3])[c:4]1[cH:5][cH:6][cH:7][c:8]([C:10]([F:11])([F:12])[F:13])[cH:9]1.[S:14]([Cl:15])([Cl:16])=[O:17]>>[C:2](=[O:3])([c:4]1[cH:5][cH:6][cH:7][c:8]([C:10]([F:11])([F:12])[F:13])[cH:9]1)[NH:18][c:19]1[cH:20][n:21][c:22]2[cH:23][cH:24][cH:25][cH:26][c:27]2[c:28]1[NH2:29]. Starting materials: OO (H2O2), S(=S)(=O)([O-])[O-].[Na+].[Na+] (sodium thiosulfate), C(C=C)N1C(C2=C(CCC1)C=CC(=C2)OCCCCCCCCN=[N+]=[N-])=O (2-allyl-8-(8-azidooctyloxy)-2,3,4,5-tetrahydro-1H-2-benzazepin-1-one), C1(CCCCCCCB1)C1CCCCCCCC1 (9-borabicyclononane), [OH-].[Na+] (NaOH). Run in CCO (EtOH), O1CCCC1 (tetrahydrofuran). Reaction conditions: time 18 hour. Product: OCCCN1C(C2=C(CCC1)C=CC(=C2)OCCCCCCCCN=[N+]=[N-])=O (2-(3-hydroxypropyl)-8-(8-azidooctyloxy)-2,3,4,5-tetrahydro-1H-2-benzazepin-1-one). The yield is 42.0%. As a reaction SMILES: [CH2:1]([N:4]1[CH2:10][CH2:9][CH2:8][C:7]2[CH:11]=[CH:12][C:13]([O:15][CH2:16][CH2:17][CH2:18][CH2:19][CH2:20][CH2:21][CH2:22][CH2:23][N:24]=[N+:25]=[N-:26])=[CH:14][C:6]=2[C:5]1=[O:27])[CH:2]=[CH2:3].C1(C2CCCCCCCC2)BCCCCCCC1.[OH-].[Na+].OO.S([O-])([O-])(=[O:52])=S.[Na+].[Na+]>O1CCCC1.CCO>[OH:52][CH2:3][CH2:2][CH2:1][N:4]1[CH2:10][CH2:9][CH2:8][C:7]2[CH:11]=[CH:12][C:13]([O:15][CH2:16][CH2:17][CH2:18][CH2:19][CH2:20][CH2:21][CH2:22][CH2:23][N:24]=[N+:25]=[N-:26])=[CH:14][C:6]=2[C:5]1=[O:27] |f:2.3,5.6.7|. Procedure: A solution of 2-allyl-8-(8-azidooctyloxy)-2,3,4,5-tetrahydro-1H-2-benzazepin-1-one (920 mg, 2.48 mmol) in tetrahydrofuran (20 mL) was treated with 9-borabicyclononane (0.5 M/THF, 10 mL, 5.00 mmol), and the mixture was stirred under argon at room temperature for 18 hours. The mixture was then cooled in an ice bath, and EtOH (5 mL) followed by 15% aqueous NaOH (10 mL) and 30% H2O2 (15 mL) were added. The mixture was stirred for 1 hour, then saturated aqueous sodium thiosulfate was added (20 mL). T...